describe an organic reaction: reactants, conditions, products, and yield From a dataset of the Open Reaction Database (ORD), a public repository of structured organic reaction records. Starting materials: CC(C)=C (isobutylene), C1OC2(C(C(CC2)SCC(CCCCC)=O)CCCCCCC(=O)OC(C)(C)C)OC1 (1,1-ethylenedioxy-2-(6-tert.-butoxycarbonylhexyl)-3-(2-oxoheptylthio)-cyclopentane), C[Mg]Br (methylmagnesium bromide), C1OC2(C(C(CC2)SCC(CCCCC)(C)O)CCCCCCC(=O)OC(C)(C)C)OC1 (1,1-ethylenedioxy-2-(6-tert.-butoxycarbonylhexyl)-3-(2-hydroxy-2-methylheptylthio)-cyclopentane), C(=O)(O)CCCCCCC=1C(CCC1)=O (2-(6-carboxyhexyl)-2-cyclopentenone), OC(CS)CCCCC (2-hydroxyheptanethiol). Solvent: C(CO)O (ethylene glycol), CCOCC (ether). Run at time 2 hour. The product is C(=O)(O)CCCCCCC1C(CCC1SCC(CCCCC)(C)O)=O (2-(6-carboxyhexyl)-3-(2-hydroxy-2-methylheptylthio)-cyclopentanone). RXN SMILES: C1CO[C:3]2([CH2:7][CH2:6][CH:5]([S:8][CH2:9][C:10]([OH:17])([CH3:16])[CH2:11][CH2:12][CH2:13][CH2:14][CH3:15])[CH:4]2[CH2:18][CH2:19][CH2:20][CH2:21][CH2:22][CH2:23][C:24]([O:26]C(C)(C)C)=[O:25])[O:2]1.C(CCCCCCC1C(=O)CCC=1)(O)=O.OC(CCCCC)CS.CC(=C)C.C1COC2(CCC(SCC(=O)CCCCC)C2CCCCCCC(OC(C)(C)C)=O)O1.C[Mg]Br>CCOCC.C(O)CO>[C:24]([CH2:23][CH2:22][CH2:21][CH2:20][CH2:19][CH2:18][CH:4]1[CH:5]([S:8][CH2:9][C:10]([OH:17])([CH3:16])[CH2:11][CH2:12][CH2:13][CH2:14][CH3:15])[CH2:6][CH2:7][C:3]1=[O:2])([OH:26])=[O:25]. Reported procedure: 4.7 g. of 1,1-ethylenedioxy-2-(6-tert.-butoxycarbonylhexyl)-3-(2-hydroxy-2-methylheptylthio)-cyclopentane (obtainable from 2-(6-carboxyhexyl)-2-cyclopentenone, addition of 2-hydroxyheptanethiol, subsequent ketalization with ethylene glycol, as well as oxidation with CrO3 in ether, addition to isobutylene, and reaction of the thus-obtained 1,1-ethylenedioxy-2-(6-tert.-butoxycarbonylhexyl)-3-(2-oxoheptylthio)-cyclopentane with methylmagnesium bromide) is agitated for 2 hours at room temperature in... The reactants are [H][H] (hydrogen), [N+](=O)([O-])C1=C(C=CC=C1)N=NC1=C(C(=CC(=C1)C(C)(C)CC)C(C)(C)CC)O (2-nitro-2'-hydroxy-3',5'-di-t-amylazobenzene), C1(=CC=CC=C1)C (toluene), [OH-].[Na+] (caustic soda), [H][H] (hydrogen), [H][H] (hydrogen), resultant mixture. The reagents and catalysts are [Ni] (Raney nickel). The solvent is O (water), C(C)(C)O (isopropyl alcohol). Run at time 2 hour. Yields the product OC1=C(C=C(C=C1C(C)(C)CC)C(C)(C)CC)N1N=C2C(=N1)C=CC=C2 (2-(2'-hydroxy-3',5'-di-t-amylphenyl)benzotriazole). Isolated yield 81.9%. As a reaction SMILES: [N+:1]([C:4]1[CH:9]=[CH:8][CH:7]=[CH:6][C:5]=1[N:10]=[N:11][C:12]1[CH:17]=[C:16]([C:18]([CH2:21][CH3:22])([CH3:20])[CH3:19])[CH:15]=[C:14]([C:23]([CH2:26][CH3:27])([CH3:25])[CH3:24])[C:13]=1[OH:28])([O-])=O.C1(C)C=CC=CC=1.[OH-].[Na+].[H][H]>[Ni].O.C(O)(C)C>[OH:28][C:13]1[C:14]([C:23]([CH2:26][CH3:27])([CH3:25])[CH3:24])=[CH:15][C:16]([C:18]([CH2:21][CH3:22])([CH3:20])[CH3:19])=[CH:17][C:12]=1[N:11]1[N:10]=[C:5]2[CH:6]=[CH:7][CH:8]=[CH:9][C:4]2=[N:1]1 |f:2.3|. Procedure: 38.39 g (0.1 mol) of 2-nitro-2'-hydroxy-3',5'-di-t-amylazobenzene, 5 g of Raney nickel, 100 ml of toluene, 100 ml of isopropyl alcohol (referred to as "IPA" hereinafter) 100 ml of water and 8 g (0.2 mol) of caustic soda were charged into a 500-ml stainless autoclave with an agitator. After the air in the flask had been replaced by hydrogen, the pressure of hydrogen was set to 10 kg/cm2. The temperature was increased at a rate of 20° to 40° C./hour and then 40° to 50° C./hour while the resultant ... Starting materials: [Na] (sodium), ClC1=NC(=CC=C1)NN (2-chloro-6-hydrazinopyridine). Solvent: C(C)O (ethanol). Product: C(C=CC1=CC=CC=C1)#N (cinnamonitrile). RXN SMILES: [Na].Cl[C:3]1[CH:8]=[CH:7][CH:6]=[C:5]([NH:9]N)N=1>C(O)C>[C:5](#[N:9])[CH:6]=[CH:7][C:8]1[CH:3]=[CH:8][CH:7]=[CH:6][CH:5]=1 |^1:0|. Procedure details: As for Example 2, a mixture of 0.23 g. of sodium metal, 50 ml. of absolute ethanol, 7.11 g. of 2-chloro-6-hydrazinopyridine and 6.5 g. of cinnamonitrile yields 7.35 g. of crude product. The crude material is dissolved in dichloromethane, filtered through hydrous magnesium silicate and concentrated while adding hexane to give 5.90 g. of the desired product as off-white crystals, m.p. 187.5°-188.5° C. The product is CCc1nc2ccccc2n1-c1nc(N2CCOCC2)c2nc(C3(O)CCNCC3)n(C)c2n1. Reactants: CCc1nc2ccccc2n1-c1nc(N2CCOCC2)c2nc(C3(O)CCN(C(=O)OC(C)(C)C)CC3)n(C)c2n1, ClCCl, O=C(O)C(F)(F)F. RXN SMILES: [C:1]([O:2][C:3](=[O:4])[N:8]1[CH2:9][CH2:10][C:11]([OH:14])([c:15]2[n:16]([CH3:41])[c:17]3[n:18][c:19](-[n:30]4[c:31]([CH2:39][CH3:40])[n:32][c:33]5[c:34]4[cH:35][cH:36][cH:37][cH:38]5)[n:20][c:21]([N:24]4[CH2:25][CH2:26][O:27][CH2:28][CH2:29]4)[c:22]3[n:23]2)[CH2:12][CH2:13]1)([CH3:5])([CH3:6])[CH3:7].[Cl:49][CH2:50][Cl:51].[F:42][C:43]([F:44])([F:45])[C:46]([OH:47])=[O:48]>>[NH:8]1[CH2:9][CH2:10][C:11]([OH:14])([c:15]2[n:16]([CH3:41])[c:17]3[n:18][c:19](-[n:30]4[c:31]([CH2:39][CH3:40])[n:32][c:33]5[c:34]4[cH:35][cH:36][cH:37][cH:38]5)[n:20][c:21]([N:24]4[CH2:25][CH2:26][O:27][CH2:28][CH2:29]4)[c:22]3[n:23]2)[CH2:12][CH2:13]1. Reactants: polyketide, OC1=CC(=CC2=CC=CC(=C12)O)O (1,3,8-trihydroxynaphthalene), C(CC(=O)O)(=O)SCCNC(CCNC([C@@H](C(COP(OP(OC[C@@H]1[C@H]([C@H]([C@@H](O1)N1C=NC=2C(N)=NC=NC12)O)OP(=O)(O)O)(=O)O)(=O)O)(C)C)O)=O)=O (malonyl-CoA), Polyketide, C1[C@@H](CC(=O)C2=C(C=C(C=C21)O)O)O (Scytalone). The product is OC1=CC(=CC2=CC(=CC(=C12)O)O)O (1,3,6,8-tetrahydroxynaphthalene). Reaction SMILES: [CH2:1]1[C:11]2[C:6](=[C:7]([OH:13])[CH:8]=[C:9]([OH:12])[CH:10]=2)[C:4](=[O:5])[CH2:3][C@H:2]1[OH:14].OC1C2C(=CC=CC=2O)C=C(O)C=1.C(SCCNC(=O)CCNC(=O)[C@H](O)C(C)(C)COP(O)(=O)OP(O)(=O)OC[C@H]1O[C@@H](N2C3N=CN=C(N)C=3N=C2)[C@H](O)[C@@H]1OP(O)(O)=O)(=O)CC(O)=O>>[OH:5][C:4]1[C:6]2[C:11](=[CH:10][C:9]([OH:12])=[CH:8][C:7]=2[OH:13])[CH:1]=[C:2]([OH:14])[CH:3]=1. Reported procedure: Biosynthesis of DHN melanin is synthesized by a polyketide pathway, through the genes encoding Polyketide synthase (PKS), Scytalone dehydratase (SCD), and 1,3,8-trihydroxynaphthalene reductase (THN). It started with a PKS using malonyl-CoA as a substrate to produce 1,3,6,8-tetrahydroxynaphthalene, 1,3,6,8-THN (Fujii et al., 2000), followed by reducatse catalysis to produce scytalone, dehydration by SCD to yield 1,3,8-trihydroxynaphthalene (1,3,8-THN), reduction by THN to yield vermelone, dehydra... The reactants are ( f ), ON=C(C(=O)NC1=CC=C(C(=O)OCC=C)C=C1)C1=CC=2C(CCC(C2C=C1)(C)C)(C)C (allyl 4-[α-hydroxyimino-(5,6,7,8-tetrahydro-5,5,8,8-tetramethyl-2-naphthyl)acetamido]benzoate), BrCCCO (3-bromo-1-propanol). Yields the product OC(CC)ON=C(C(=O)NC1=CC=C(C(=O)OCC=C)C=C1)C1=CC=2C(CCC(C2C=C1)(C)C)(C)C (allyl 4-[α-hydroxypropyloxyimino-(5,6,7,8-tetrahydro-5,5,8,8-tetramethyl-2-naphthyl)acetamido]benzoate). RXN SMILES: [OH:1][N:2]=[C:3]([C:19]1[CH:28]=[CH:27][C:26]2[C:25]([CH3:30])([CH3:29])[CH2:24][CH2:23][C:22]([CH3:32])([CH3:31])[C:21]=2[CH:20]=1)[C:4]([NH:6][C:7]1[CH:18]=[CH:17][C:10]([C:11]([O:13][CH2:14][CH:15]=[CH2:16])=[O:12])=[CH:9][CH:8]=1)=[O:5].Br[CH2:34][CH2:35][CH2:36][OH:37]>>[OH:37][CH:36]([O:1][N:2]=[C:3]([C:19]1[CH:28]=[CH:27][C:26]2[C:25]([CH3:30])([CH3:29])[CH2:24][CH2:23][C:22]([CH3:32])([CH3:31])[C:21]=2[CH:20]=1)[C:4]([NH:6][C:7]1[CH:18]=[CH:17][C:10]([C:11]([O:13][CH2:14][CH:15]=[CH2:16])=[O:12])=[CH:9][CH:8]=1)=[O:5])[CH2:35][CH3:34]. Reported procedure: Following the basic procedure of Example 1 (f), 3.4 g (7.8 mmol) of allyl 4-[α-hydroxyimino-(5,6,7,8-tetrahydro-5,5,8,8-tetramethyl-2-naphthyl)acetamido]benzoate were reacted with 710 μl (7.8 mmol) of 3-bromo-1-propanol. 1.4 g (36%) of the syn allyl ester and 710 mg (18%) of the trans allyl ester were recovered after purification by chromatography on a silica column, eluted with dichloromethane.